From a dataset of the Open Reaction Database (ORD), a public repository of structured organic reaction records. describe an organic reaction: reactants, conditions, products, and yield Starting materials: CCCCCC, CO, C[Si](C)(C)C=[N+]=[N-], O=C(O)c1ncccc1F, c1ccccc1. The product is COC(=O)c1ncccc1F. RXN SMILES: [CH3:1][CH2:2][CH2:3][CH2:4][CH2:5][CH3:6].[CH3:24][OH:25].[CH3:7][Si:8]([CH:9]=[N+:10]=[N-:11])([CH3:12])[CH3:13].[F:14][c:15]1[c:16]([C:21](=[O:22])[OH:23])[n:17][cH:18][cH:19][cH:20]1.[cH:26]1[cH:27][cH:28][cH:29][cH:30][cH:31]1>>[CH3:1][O:23][C:21]([c:16]1[c:15]([F:14])[cH:20][cH:19][cH:18][n:17]1)=[O:22]. Reactants: C(C)(C)(C)C1=C(C(=CC(=C1)S)C(C)(C)C)O (2,6-di-tert-butyl-4-mercaptophenol), C(C1=CC=CC=C1)=O (benzaldehyde). The solvent is CO (methyl alcohol). Yields the product C(C)(C)(C)C=1C=C(C=C(C1O)C(C)(C)C)SC(C1=CC=CC=C1)SC1=CC(=C(C(=C1)C(C)(C)C)O)C(C)(C)C (α,α-Bis(3,5-di-tert-butyl-4-hydroxyphenylthio)toluene). The yield is 66.3%. RXN SMILES: [C:1]([C:5]1[CH:10]=[C:9]([SH:11])[CH:8]=[C:7]([C:12]([CH3:15])([CH3:14])[CH3:13])[C:6]=1[OH:16])([CH3:4])([CH3:3])[CH3:2].[CH:17](=O)[C:18]1[CH:23]=[CH:22][CH:21]=[CH:20][CH:19]=1>CO>[C:1]([C:5]1[CH:10]=[C:9]([S:11][CH:17]([S:11][C:9]2[CH:8]=[C:7]([C:12]([CH3:13])([CH3:14])[CH3:15])[C:6]([OH:16])=[C:5]([C:1]([CH3:4])([CH3:3])[CH3:2])[CH:10]=2)[C:18]2[CH:23]=[CH:22][CH:21]=[CH:20][CH:19]=2)[CH:8]=[C:7]([C:12]([CH3:15])([CH3:14])[CH3:13])[C:6]=1[OH:16])([CH3:4])([CH3:3])[CH3:2]. Procedure details: The procedure of Example 1 is repeated using 23.84 grams of 2,6-di-tert-butyl-4-mercaptophenol, 5.31 grams of benzaldehyde, and 150 ml of methyl alcohol. The product is triturated with methyl alcohol to give 18.74 grams (66% yield) of white crystals, mp 122°-124° C.